From a dataset of the Open Reaction Database (ORD), a public repository of structured organic reaction records. describe an organic reaction: reactants, conditions, products, and yield Starting materials: C(C)OP(OCC)Cl (Diethylchlorophosphite), C(CCC)[Mg]Cl (butyl magnesium chloride). Solvent: CCOCC (ether). Conditions: time 3 hour. Product: C(C)OP(OCC)CCCC (diethylbutylphosphonite). The yield is 99.0%. RXN SMILES: [CH2:1]([O:3][P:4](Cl)[O:5][CH2:6][CH3:7])[CH3:2].[CH2:9]([Mg]Cl)[CH2:10][CH2:11][CH3:12]>CCOCC>[CH2:1]([O:3][P:4]([CH2:9][CH2:10][CH2:11][CH3:12])[O:5][CH2:6][CH3:7])[CH3:2]. Reported procedure: Diethylchlorophosphite (18.8 gm, 0.12 moles) and 120 ml dry ether are combined in a round bottom flask equipped with a dropping funnel and under N2 atmosphere. With a double tipped canula, butyl magnesium chloride (60 ml; 2.0M, 0.12 moles; Aldrich Chemical Co., Milwaukee, Wis.) is added to the dropping funnel. The round bottom flask is cooled in a salt water/ice bath and the contents of the dropping funnel are slowly added to the cooled flask. After the addition is complete, the bath is removed ... The reactants are C[Si](CCOC(C(CC(=CCC=1C(=C2C(OCC2=C(C1OC)C)=O)OCC[Si](C)(C)C)C)CC=CCP(=O)(OC)OC(C)C(=O)OCC)=O)(C)C (2-{4-[(1-ethoxycarbonyl-ethoxy)-methoxy-phosphoryl]-but-2-enyl}-6-[6-methoxy-7-methyl-3-oxo-4-(2-trimethylsilanyl-ethoxy)-1,3-dihydro-isobenzofuran-5-yl]-4-methyl-hex-4-enoic acid 2-trimethylsilanylethyl ester), C(C)(C)(C)N (tert-butylamine). Yields the product C[Si](CCOC(C(CC(=CCC=1C(=C2C(OCC2=C(C1OC)C)=O)OCC[Si](C)(C)C)C)CC=CCP(=O)(O)OC(C)C(=O)O)=O)(C)C (2-{4-[(1-Carboxy-ethoxy)-hydroxy-phosphoryl]-but-2-enyl}-6-[6-methoxy-7-methyl-3-oxo-4-(2-trimethylsilanyl-ethoxy)-1,3-dihydro-isobenzofuran-5-yl]-4-methyl-hex-4-enoic acid 2-trimethylsilanyl-ethyl ester). RXN SMILES: [CH3:1][Si:2]([CH3:51])([CH3:50])[CH2:3][CH2:4][O:5][C:6](=[O:49])[CH:7]([CH2:33][CH:34]=[CH:35][CH2:36][P:37]([O:41][CH:42]([C:44]([O:46]CC)=[O:45])[CH3:43])([O:39]C)=[O:38])[CH2:8][C:9]([CH3:32])=[CH:10][CH2:11][C:12]1[C:13]([O:25][CH2:26][CH2:27][Si:28]([CH3:31])([CH3:30])[CH3:29])=[C:14]2[C:18](=[C:19]([CH3:23])[C:20]=1[O:21][CH3:22])[CH2:17][O:16][C:15]2=[O:24].C(N)(C)(C)C>>[CH3:50][Si:2]([CH3:1])([CH3:51])[CH2:3][CH2:4][O:5][C:6](=[O:49])[CH:7]([CH2:33][CH:34]=[CH:35][CH2:36][P:37]([O:41][CH:42]([C:44]([OH:46])=[O:45])[CH3:43])([OH:39])=[O:38])[CH2:8][C:9]([CH3:32])=[CH:10][CH2:11][C:12]1[C:13]([O:25][CH2:26][CH2:27][Si:28]([CH3:29])([CH3:31])[CH3:30])=[C:14]2[C:18](=[C:19]([CH3:23])[C:20]=1[O:21][CH3:22])[CH2:17][O:16][C:15]2=[O:24]. Reported procedure: A solution of 2-{4-[(1-ethoxycarbonyl-ethoxy)-methoxy-phosphoryl]-but-2-enyl}-6-[6-methoxy-7-methyl-3-oxo-4-(2-trimethylsilanyl-ethoxy)-1,3-dihydro-isobenzofuran-5-yl]-4-methyl-hex-4-enoic acid 2-trimethylsilanylethyl ester (12 mg, 0.016 mmol) in tert-butylamine (1 mL, 9.6 mmol) was heated at 65° C. for 16 hours. The solution was allowed to cool to room temperature and concentrated to provide the crude product as an oil. 1H NMR (300 MHz, CDCl3) δ 0.03 (s, 9H), 0.04 (s, 9H), 0.86-0.98 (m, 2H), 1.... Isolated yield 27746624.0%. Reported procedure: In a manner similar to the method described in Example 7, chiral 4-((2R,3S,4R,5S)-3-(3-chloro-2-fluorophenyl)-4-(4-chloro-2-fluorophenyl)-4-cyano-5-neopentylpyrrolidine-2-carboxamido)-3-methoxybenzoic acid (100.8 mg, 0.164 mmol) was reacted with N,N′-carbonyldiimidazole (Aldrich, 67.8 mg, 0.406 mmol) and then a mixture of (2,2-Dimethyl-[1,3]dioxolan-4-yl)-methanol (Aldrich, 69.3 mg, 0.514 nmol) and sodium hydride (11.2 mg, 0.443 mmol) in tetrahydrofuran to give (2,2-dimethyl-1,3-dioxolan-4-yl)me... Run in O1CCCC1 (tetrahydrofuran). As a reaction SMILES: [Cl:1][C:2]1[C:3]([F:42])=[C:4]([C@@H:8]2[C@:12]([C:15]3[CH:20]=[CH:19][C:18]([Cl:21])=[CH:17][C:16]=3[F:22])([C:13]#[N:14])[C@H:11]([CH2:23][C:24]([CH3:27])([CH3:26])[CH3:25])[NH:10][C@H:9]2[C:28]([NH:30][C:31]2[CH:39]=[CH:38][C:34]([C:35]([OH:37])=[O:36])=[CH:33][C:32]=2[O:40][CH3:41])=[O:29])[CH:5]=[CH:6][CH:7]=1.[CH3:43][C:44]1([CH3:51])[O:48][CH:47]([CH2:49]O)[CH2:46][O:45]1.[H-].[Na+]>O1CCCC1>[Cl:1][C:2]1[C:3]([F:42])=[C:4]([C@@H:8]2[C@:12]([C:15]3[CH:20]=[CH:19][C:18]([Cl:21])=[CH:17][C:16]=3[F:22])([C:13]#[N:14])[C@H:11]([CH2:23][C:24]([CH3:26])([CH3:27])[CH3:25])[NH:10][C@H:9]2[C:28]([NH:30][C:31]2[CH:39]=[CH:38][C:34]([C:35]([O:37][CH2:49][CH:47]3[CH2:46][O:45][C:44]([CH3:51])([CH3:43])[O:48]3)=[O:36])=[CH:33][C:32]=2[O:40][CH3:41])=[O:29])[CH:5]=[CH:6][CH:7]=1 |f:2.3|. Reactants: ClC=1C(=C(C=CC1)[C@H]1[C@@H](N[C@H]([C@]1(C#N)C1=C(C=C(C=C1)Cl)F)CC(C)(C)C)C(=O)NC1=C(C=C(C(=O)O)C=C1)OC)F (4-((2R,3S,4R,5S)-3-(3-chloro-2-fluorophenyl)-4-(4-chloro-2-fluorophenyl)-4-cyano-5-neopentylpyrrolidine-2-carboxamido)-3-methoxybenzoic acid), N,N′-carbonyldiimidazole, CC1(OCC(O1)CO)C ((2,2-Dimethyl-[1,3]dioxolan-4-yl)-methanol), [H-].[Na+] (sodium hydride). Yields the product ClC=1C(=C(C=CC1)[C@H]1[C@@H](N[C@H]([C@]1(C#N)C1=C(C=C(C=C1)Cl)F)CC(C)(C)C)C(=O)NC1=C(C=C(C(=O)OCC2OC(OC2)(C)C)C=C1)OC)F ((2,2-dimethyl-1,3-dioxolan-4-yl)methyl 4-((2R,3S,4R,5S)-3-(3-chloro-2-fluorophenyl)-4-(4-chloro-2-fluorophenyl)-4-cyano-5-neopentylpyrrolidine-2-carboxamido)-3-methoxybenzoate). Starting materials: Cl.FC1=C(OC2CCNCC2)C=CC(=C1)OC (4-(2-fluoro-4-methoxyphenoxy)piperidine hydrochloride), OC(=O)C(F)(F)F.C(C1=CC=CC=C1)N1CC2=NC(=C(N=C2CC1)NC1CCC1)Cl (6-benzyl-3-chloro-N-cyclobutyl-5,6,7,8-tetrahydropyrido[3,4-b]pyrazin-2-amine TFA salt), CC(C)([O-])C.[Na+] (sodium tert-butoxide). The reagents and catalysts are C=1C=CC(=CC1)/C=C/C(=O)/C=C/C2=CC=CC=C2.C=1C=CC(=CC1)/C=C/C(=O)/C=C/C2=CC=CC=C2.C=1C=CC(=CC1)/C=C/C(=O)/C=C/C2=CC=CC=C2.[Pd].[Pd] (Pd2(dba)3), C=1C=CC(=CC1)P(C=2C=CC=CC2)C3=CC=C4C=CC=CC4=C3C5=C6C=CC=CC6=CC=C5P(C=7C=CC=CC7)C=8C=CC=CC8 (BINAP). Solvent: C1(=CC=CC=C1)C (toluene). Reaction conditions: temperature 90 celsius. Yields the product C(C1=CC=CC=C1)N1CC2=NC(=C(N=C2CC1)NC1CCC1)N1CCC(CC1)OC1=C(C=C(C=C1)OC)F (6-benzyl-N-cyclobutyl-3-(4-(2-fluoro-4-methoxyphenoxy)piperidin-1-yl)-5,6,7,8-tetrahydropyrido[3,4-b]pyrazin-2-amine), C(=O)(C(F)(F)F)O (TFA). Isolated yield 412.8%. Reaction SMILES: Cl.[F:2][C:3]1[CH:15]=[C:14]([O:16][CH3:17])[CH:13]=[CH:12][C:4]=1[O:5][CH:6]1[CH2:11][CH2:10][NH:9][CH2:8][CH2:7]1.[OH:18][C:19]([C:21]([F:24])([F:23])[F:22])=[O:20].[CH2:25]([N:32]1[CH2:41][CH2:40][C:39]2[C:34](=[N:35][C:36](Cl)=[C:37]([NH:42][CH:43]3[CH2:46][CH2:45][CH2:44]3)[N:38]=2)[CH2:33]1)[C:26]1[CH:31]=[CH:30][CH:29]=[CH:28][CH:27]=1.CC(C)([O-])C.[Na+]>C1(C)C=CC=CC=1.C1C=CC(/C=C/C(/C=C/C2C=CC=CC=2)=O)=CC=1.C1C=CC(/C=C/C(/C=C/C2C=CC=CC=2)=O)=CC=1.C1C=CC(/C=C/C(/C=C/C2C=CC=CC=2)=O)=CC=1.[Pd].[Pd].C1C=CC(P(C2C(C3C(P(C4C=CC=CC=4)C4C=CC=CC=4)=CC=C4C=3C=CC=C4)=C3C(C=CC=C3)=CC=2)C2C=CC=CC=2)=CC=1>[CH2:25]([N:32]1[CH2:41][CH2:40][C:39]2[C:34](=[N:35][C:36]([N:9]3[CH2:8][CH2:7][CH:6]([O:5][C:4]4[CH:12]=[CH:13][C:14]([O:16][CH3:17])=[CH:15][C:3]=4[F:2])[CH2:11][CH2:10]3)=[C:37]([NH:42][CH:43]3[CH2:44][CH2:45][CH2:46]3)[N:38]=2)[CH2:33]1)[C:26]1[CH:27]=[CH:28][CH:29]=[CH:30][CH:31]=1.[C:19]([OH:20])([C:21]([F:24])([F:23])[F:22])=[O:18] |f:0.1,2.3,4.5,7.8.9.10.11|. Procedure: A mixture of 4-(2-fluoro-4-methoxyphenoxy)piperidine hydrochloride (56.7 mg, 0.217 mmol), 6-benzyl-3-chloro-N-cyclobutyl-5,6,7,8-tetrahydropyrido[3,4-b]pyrazin-2-amine TFA salt (80 mg, 0.181 mmol), sodium tert-butoxide (52.1 mg, 0.542 mmol), BINAP (16.9 mg, 0.027 mmol) and Pd2(dba)3 (24.8 mg, 0.027 mmol) in toluene (602 μL) was heated at 90° C. in a sealed tube for 16 h. The mixture was purified by HPLC Method A to afford 6-benzyl-N-cyclobutyl-3-(4-(2-fluoro-4-methoxyphenoxy)piperidin-1-yl)-5,6,... Starting materials: C(C1=CC=CC=C1)(=O)NC1=CC=C(C=C1)C1=CC=C2CN(C(C2=C1)=O)[C@H](C(=O)O)C(C)C ((S)-2-(6-(4-Benzamidophenyl)-1-oxoisoindolin-2-yl)-3-methylbutanoic acid), FC1=C(C=C(C(=O)NC2=CC=C(C=C2)C2=CC=C3CN(C(C3=C2)=O)[C@H](C(=O)OC)C(C)C)C=C1)C ((S)-Methyl 2-(6-(4-(4-fluoro-3-methylbenzamido)phenyl)-1-oxoisoindolin-2-yl)-3-methylbutanoate). Product: FC1=C(C=C(C(=O)NC2=CC=C(C=C2)C2=CC=C3CN(C(C3=C2)=O)[C@H](C(=O)O)C(C)C)C=C1)C ((S)-2-(6-(4-(4-Fluoro-3-methylbenzamido)phenyl)-1-oxoisoindolin-2-yl)-3-methyl butanoic acid). Isolated yield 85.0%. RXN SMILES: C(NC1C=CC(C2C=C3C(CN([C@@H](C(C)C)C(O)=O)C3=O)=CC=2)=CC=1)(=O)C1C=CC=CC=1.[F:33][C:34]1[CH:66]=[CH:65][C:37]([C:38]([NH:40][C:41]2[CH:46]=[CH:45][C:44]([C:47]3[CH:55]=[C:54]4[C:50]([CH2:51][N:52]([C@@H:57]([CH:62]([CH3:64])[CH3:63])[C:58]([O:60]C)=[O:59])[C:53]4=[O:56])=[CH:49][CH:48]=3)=[CH:43][CH:42]=2)=[O:39])=[CH:36][C:35]=1[CH3:67]>>[F:33][C:34]1[CH:66]=[CH:65][C:37]([C:38]([NH:40][C:41]2[CH:46]=[CH:45][C:44]([C:47]3[CH:55]=[C:54]4[C:50]([CH2:51][N:52]([C@@H:57]([CH:62]([CH3:64])[CH3:63])[C:58]([OH:60])=[O:59])[C:53]4=[O:56])=[CH:49][CH:48]=3)=[CH:43][CH:42]=2)=[O:39])=[CH:36][C:35]=1[CH3:67]. Procedure details: The compound of example 162 was prepared analogous to compound of example 98 by hydrolysis of compound of example 161. Starting materials: BrC1=NC(=CC=C1)C(C(C=1C=NC=CC1)C=1C=NC=CC1)N1CC(CC1)(F)F (2-bromo-6-[1-(3,3-difluoropyrrolidin-1-yl)-2,2-dipyridin-3-ylethyl]pyridine), CC1(C2=C(C(=CC=C2)P(C3=CC=CC=C3)C4=CC=CC=C4)OC5=C(C=CC=C51)P(C6=CC=CC=C6)C7=CC=CC=C7)C (xantphos), C(N)(OC(C)(C)C)=O (tert-butyl carbamate), C(=O)([O-])[O-].[Cs+].[Cs+] (Cs2CO3). The product is FC1(CN(CC1)C(C(C=1C=NC=CC1)C=1C=NC=CC1)C1=CC=CC(=N1)N)F ((±)-6-[1-(3,3-difluoropyrrolidin-1-yl)-2,2-dipyridin-3-ylethyl]pyridin-2-amine). Conditions: temperature 100 celsius. Reported procedure: The 2-bromo-6-[1-(3,3-difluoropyrrolidin-1-yl)-2,2-dipyridin-3-ylethyl]pyridine (73 mg, 0.16 mmol), tert-butyl carbamate (23 mg, 0.2 mmol), Cs2CO3 (75 mg, 0.23 mmol), Pd2(dba)3 (3 mg, 0.003 mmol), and xantphos (6 mg, 0.01 mmol) were combined in dry 1,4-dioxane (1.5 mL). The mixture was degassed (3× pump/N2) then heated to 100° C. After 5 hr the mixture was cooled to RT, diluted with EtOAc, filtered through a pad of Celite, and concentrated. The residue was taken up in 1 mL CH2Cl2 to which was ad... Solvent: O1CCOCC1 (1,4-dioxane). Reaction SMILES: Br[C:2]1[CH:7]=[CH:6][CH:5]=[C:4]([CH:8]([N:22]2[CH2:26][CH2:25][C:24]([F:28])([F:27])[CH2:23]2)[CH:9]([C:16]2[CH:17]=[N:18][CH:19]=[CH:20][CH:21]=2)[C:10]2[CH:11]=[N:12][CH:13]=[CH:14][CH:15]=2)[N:3]=1.C(=O)(OC(C)(C)C)[NH2:30].C([O-])([O-])=O.[Cs+].[Cs+].CC1(C)C2C(=C(P(C3C=CC=CC=3)C3C=CC=CC=3)C=CC=2)OC2C(P(C3C=CC=CC=3)C3C=CC=CC=3)=CC=CC1=2>O1CCOCC1.C1C=CC(/C=C/C(/C=C/C2C=CC=CC=2)=O)=CC=1.C1C=CC(/C=C/C(/C=C/C2C=CC=CC=2)=O)=CC=1.C1C=CC(/C=C/C(/C=C/C2C=CC=CC=2)=O)=CC=1.[Pd].[Pd]>[F:27][C:24]1([F:28])[CH2:25][CH2:26][N:22]([CH:8]([C:4]2[N:3]=[C:2]([NH2:30])[CH:7]=[CH:6][CH:5]=2)[CH:9]([C:16]2[CH:17]=[N:18][CH:19]=[CH:20][CH:21]=2)[C:10]2[CH:11]=[N:12][CH:13]=[CH:14][CH:15]=2)[CH2:23]1 |f:2.3.4,7.8.9.10.11|. Reagents/catalysts: C=1C=CC(=CC1)/C=C/C(=O)/C=C/C2=CC=CC=C2.C=1C=CC(=CC1)/C=C/C(=O)/C=C/C2=CC=CC=C2.C=1C=CC(=CC1)/C=C/C(=O)/C=C/C2=CC=CC=C2.[Pd].[Pd] (Pd2(dba)3). The reactants are carbonyl, peroxide, C(=O)(O)[O-].[Na+] (NaHCO3), OH, C(C(=O)OC(CC(C)(C)OOC(C)(C)C)C)(=O)Cl (3-t-butylperoxy-1,3-dimethylbutyl chlorooxalate). Solvent: O (water). Product: C(C(=O)O)(=O)OC(CC(C)(C)OOC(C)(C)C)C (3-t-Butylperoxy-1,3-dimethylbutyl Hydrogen Oxalate). RXN SMILES: [C:1](Cl)(=[O:17])[C:2]([O:4][CH:5]([CH3:16])[CH2:6][C:7]([O:10][O:11][C:12]([CH3:15])([CH3:14])[CH3:13])([CH3:9])[CH3:8])=[O:3].C([O-])(O)=[O:20].[Na+]>O>[C:2]([O:4][CH:5]([CH3:16])[CH2:6][C:7]([O:10][O:11][C:12]([CH3:15])([CH3:14])[CH3:13])([CH3:9])[CH3:8])(=[O:3])[C:1]([OH:17])=[O:20] |f:1.2|. Procedure: A 50 mL Erlenmeyer flask equipped with a magnetic stirrer and a thermometerwas charged with 50 g of water and 2.8 g (10 mmoles) of 3-t-butylperoxy-1,3-dimethylbutyl chlorooxalate and the resulting mixture was stirred at room temperature. No reaction appeared to be occurring, therefore, 2.1 g (23 mmoles) of NaHCO3 was added. Gas evolution occurred and the organic liquid dissolved in the aqueous phase at room temperature. The pH of the solution was about 9. The aqueous solution was washed twice wi... Reactants: [N-]=[N+]=[N-].[Na+] (NaN3), CN1CCOCC1 (N-methyl morpholine), ClC(=O)OCC (ethyl chloroformate), C(#N)CCOC(=O)CC1(CCCCC1)CC(=O)O (1-[(2-Cyanoethoxycarbonyl)methyl]-1-Cyclohexane Acetic Acid). Solvent: C1CCOC1 (THF). Conditions: temperature -20 celsius, time 20 minute. Yields the product N(=C=O)CC1(CCCCC1)CC(=O)OCCC#N (2-Cyanoethyl 1-isocyanatomethyl-1-Cyclohexane Acetate). Isolated yield 64.1%. Reaction SMILES: C[N:2]1[CH2:7]COCC1.ClC(OCC)=[O:10].[C:14]([CH2:16][CH2:17][O:18][C:19]([CH2:21][C:22]1([CH2:28]C(O)=O)[CH2:27][CH2:26][CH2:25][CH2:24][CH2:23]1)=[O:20])#[N:15].[N-]=[N+]=[N-].[Na+]>C1COCC1>[N:2]([CH2:28][C:22]1([CH2:21][C:19]([O:18][CH2:17][CH2:16][C:14]#[N:15])=[O:20])[CH2:23][CH2:24][CH2:25][CH2:26][CH2:27]1)=[C:7]=[O:10] |f:3.4|. Procedure: 1.5 mL of N-methyl morpholine (13.62 mmol) and 1.3 mL of ethyl chloroformate (13.03 mmol) was added to a solution of 1-[(2-cyanoethoxycarbonyl)-methyl]-1-cyclohexane acetic acid (5) (11.84 mmol) in 30 mL of anhydrous THF at −20° C. under nitrogen atmosphere. The reaction mixture was stirred at −20° C. for 20 minutes, warmed to −5° C., an aqueous solution of NaN3 (29.61 mmol, in 3.5 mL of H2O) was added and then stirred for 30 minutes at −5° C. to −10° C. Then, THF was removed under reduced press... Starting materials: Cc1cccnc1CNC1CCN(C(=O)OC(C)(C)C)CC1, CC(C)(C)OC(=O)n1cnc2c(CBr)cccc21, CC#N, CCN(C(C)C)C(C)C. Product: Cc1cccnc1CN(Cc1cccc2c1ncn2C(=O)OC(C)(C)C)C1CCN(C(=O)OC(C)(C)C)CC1. Reaction SMILES: [C:1]([CH3:2])([CH3:3])([CH3:4])[O:5][C:6](=[O:7])[N:8]1[CH2:9][CH2:10][CH:11]([NH:14][CH2:15][c:16]2[n:17][cH:18][cH:19][cH:20][c:21]2[CH3:22])[CH2:12][CH2:13]1.[C:23]([CH3:24])([CH3:25])([CH3:26])[O:27][C:28](=[O:29])[n:30]1[cH:31][n:32][c:33]2[c:34]1[cH:35][cH:36][cH:37][c:38]2[CH2:39][Br:40].[CH3:50][C:51]#[N:52].[CH:41]([N:42]([CH2:43][CH3:44])[CH:45]([CH3:46])[CH3:47])([CH3:48])[CH3:49]>>[C:1]([CH3:2])([CH3:3])([CH3:4])[O:5][C:6](=[O:7])[N:8]1[CH2:9][CH2:10][CH:11]([N:14]([CH2:15][c:16]2[n:17][cH:18][cH:19][cH:20][c:21]2[CH3:22])[CH2:39][c:38]2[c:33]3[n:32][cH:31][n:30]([C:28]([O:27][C:23]([CH3:24])([CH3:25])[CH3:26])=[O:29])[c:34]3[cH:35][cH:36][cH:37]2)[CH2:12][CH2:13]1. Reaction conditions: time 8 hour. The reactants are BrCC1=CC=C(C=C1)C#N (alpha-bromo-p-cyanotoluene), Cl.NO (hydroxylamine hydrochloride), C([O-])([O-])=O.[Na+].[Na+] (sodium carbonate). As a reaction SMILES: Br[CH2:2][C:3]1[CH:8]=[CH:7][C:6]([C:9]#[N:10])=[CH:5][CH:4]=1.Cl.[NH2:12][OH:13].C(=O)([O-])[O-].[Na+].[Na+]>CN(C)C=O>[C:9]([C:6]1[CH:7]=[CH:8][C:3]([CH2:2][N:12]([CH2:2][C:3]2[CH:8]=[CH:7][C:6]([C:9]#[N:10])=[CH:5][CH:4]=2)[OH:13])=[CH:4][CH:5]=1)#[N:10] |f:1.2,3.4.5|. Reported procedure: A mixture of 10.0 grams of alpha-bromo-p-cyanotoluene, 1.77 grams of hydroxylamine hydrochloride and 10.6 grams of anhydrous sodium carbonate in 50 ml of dry N,N-dimethylformamide (DMF) is allowed to stand overnight at room temperature. The DMF solvent is then removed under reduced pressure and the reidue is partitioned between methylene chloride and water. The organic layer is washed with water, dried over anhydrous sodium sulfate and then evaporated in vacuo to give a solid residue which upon ... Product: C(#N)C1=CC=C(CN(O)CC2=CC=C(C=C2)C#N)C=C1 (N,N-Bis(p-cyanobenzyl)hydroxylamine). Solvent: CN(C=O)C (N,N-dimethylformamide).